Dataset: the Open Reaction Database (ORD), a public repository of structured organic reaction records. Task: describe an organic reaction: reactants, conditions, products, and yield Reactants: BrC1=NC(=CC=C1)C=O (2-bromo-6-pyridinecarboxaldehyde), [C-]1(C=CC=C1)B(O)O.[CH-]1C=CC=C1.[Fe+2] (ferrocenylboronic acid), C(=O)([O-])[O-].[Na+].[Na+] (Na2CO3), C(Cl)Cl (CH2Cl2). The reagents and catalysts are C1=CC=C(C=C1)P([C-]2C=CC=C2)C3=CC=CC=C3.C1=CC=C(C=C1)P([C-]2C=CC=C2)C3=CC=CC=C3.Cl[Pd]Cl.[Fe+2] ((dppf)PdCl2). Solvent: C1(=CC=CC=C1)C (Toluene), O (water), CO (methanol). Reaction conditions: temperature 60 celsius, time 1 hour. The product is [C-]1(C=CC=C1)C1=CC=CC(=N1)C=O.[CH-]1C=CC=C1.[Fe+2] (6-ferrocenyl-2-pyridinecarboxaldehyde). Reaction SMILES: Br[C:2]1[CH:7]=[CH:6][CH:5]=[C:4]([CH:8]=[O:9])[N:3]=1.[C-:10]1(B(O)O)[CH:14]=[CH:13][CH:12]=[CH:11]1.[CH-:18]1[CH:22]=[CH:21][CH:20]=[CH:19]1.[Fe+2:23].C(Cl)Cl.C([O-])([O-])=O.[Na+].[Na+]>C1C=CC(P(C2C=CC=CC=2)[C-]2C=CC=C2)=CC=1.C1C=CC(P(C2C=CC=CC=2)[C-]2C=CC=C2)=CC=1.Cl[Pd]Cl.[Fe+2].CO.O.C1(C)C=CC=CC=1>[C-:10]1([C:2]2[N:3]=[C:4]([CH:8]=[O:9])[CH:5]=[CH:6][CH:7]=2)[CH:14]=[CH:13][CH:12]=[CH:11]1.[CH-:18]1[CH:22]=[CH:21][CH:20]=[CH:19]1.[Fe+2:23] |f:1.2.3,5.6.7,8.9.10.11,15.16.17|. Procedure details: See Scheme 1. Toluene (500 mL) was added to a mixture of 2-bromo-6-pyridinecarboxaldehyde (16.25 g, 87.36 mmol, purchased from Sigma-Aldrich), ferrocenylboronic acid (24.10 g, 104.9 mmol, purchased from Sigma-Aldrich), and (dppf)PdCl2.CH2Cl2 (2.14 g, 2.62 mmol, purchased from Strem), under a nitrogen atmosphere. Then a nitrogen-sparged solution of Na2CO3 (210 mL, 210 mmol) in 4:1 water:methanol was added. The biphasic mixture was heated to 60° C. After 1 hour, the solution was heated to 80° C. f... Starting materials: [H-].C(C(C)C)[Al+]CC(C)C (diisobutylaluminum hydride), C(C)OC(C=CC=1C=NC=C(C1)Br)=O (3-(5-bromo-3-pyridinyl)-2-propenoic acid ethyl ester). Run in CCOCC (ether), CCOCC (ether). The product is BrC=1C=C(C=NC1)C=CCO (3-(5-bromo-3-pyridinyl)prop-2-en-1-ol). Yield: 84.1%. RXN SMILES: [H-].C([Al+]CC(C)C)C(C)C.C([O:13][C:14](=O)[CH:15]=[CH:16][C:17]1[CH:18]=[N:19][CH:20]=[C:21]([Br:23])[CH:22]=1)C>CCOCC>[Br:23][C:21]1[CH:22]=[C:17]([CH:16]=[CH:15][CH2:14][OH:13])[CH:18]=[N:19][CH:20]=1 |f:0.1|. Procedure details: A solution of diisobutylaluminum hydride (DIBAL-H, 8.02 mls, 1.54M in toluene) in ether (50 mls) is cooled to -78° C. under N2. A solution of 3-(5-bromo-3-pyridinyl)-2-propenoic acid ethyl ester [see Nishikawa, Y., et al.(1989) J. Med. Chem. 32, 583-593] (1.54 gms, 6.00 mmol) in ether (50 mls) is added. After one hour the dry ice/acetone bath is removed and the mixture is diluted with methylene chloride, dried over Na2SO4, evaporated and chromatographed (1:1 ethyl acetate:hexane followed by 2:1 ... Reactants: mixture, COC(=O)N1C(C(C(CC1)C)OC(C)=O)OC(C)=O (2,3-diacetoxy-4-methyl-piperidine-1-carboxylic acid methyl ester), C(C)(=O)OC1C(N(CCC1C)C(=O)O)O (3-acetoxy-2-hydroxy-4-methyl-piperidine-1-carboxylic acid). The solvent is C(C)(=O)OC(C)=O (acetic anhydride). Conditions: temperature 141 celsius, time 8 hour. Product: COC(=O)N1CCC(C(=C1)OC(C)=O)C (5-Acetoxy-4-methyl-3,4-dihydro-2H-pyridine-1-carboxylic acid methyl ester). As a reaction SMILES: [CH3:1][O:2][C:3]([N:5]1[CH2:10][CH2:9][CH:8]([CH3:11])[CH:7]([O:12][C:13](=[O:15])[CH3:14])[CH:6]1OC(=O)C)=[O:4].C(OC1C(C)CCN(C(O)=O)C1O)(=O)C>C(OC(=O)C)(=O)C>[CH3:1][O:2][C:3]([N:5]1[CH:6]=[C:7]([O:12][C:13](=[O:15])[CH3:14])[CH:8]([CH3:11])[CH2:9][CH2:10]1)=[O:4]. Reported procedure: 101.9 g (0.649 mol) of the mixture of 2,3-diacetoxy-4-methyl-piperidine-1-carboxylic acid methyl ester and 3-acetoxy-2-hydroxy-4-methyl-piperidine-1-carboxylic acid, was concentrated under reduced pressure until a solid formed. The solid was then added to a 2 L round bottom flask equipped with a nitrogen outlet, condenser and thermocouple. To this mixture was added acetic anhydride (430 ml) and then refluxed at 141° C. for two hours. The solution was stirred overnight at room temperature. Most o... The reactants are BrCC1=NC=C(C=C1)C1=CC=CC=C1 (2-bromomethyl-5-phenylpyridine), C1(=CC=CC=C1)P(C1=CC=CC=C1)C1=CC=CC=C1 (triphenylphosphine). Reaction conditions: temperature 70 celsius, time 3 hour. Reaction SMILES: [Br:1][CH2:2][C:3]1[CH:8]=[CH:7][C:6]([C:9]2[CH:14]=[CH:13][CH:12]=[CH:11][CH:10]=2)=[CH:5][N:4]=1.[C:15]1([P:21]([C:28]2[CH:33]=[CH:32][CH:31]=[CH:30][CH:29]=2)[C:22]2[CH:27]=[CH:26][CH:25]=[CH:24][CH:23]=2)[CH:20]=[CH:19][CH:18]=[CH:17][CH:16]=1>CC#N>[Br-:1].[C:9]1([C:6]2[CH:7]=[CH:8][C:3]([CH2:2][P+:21]([C:22]3[CH:23]=[CH:24][CH:25]=[CH:26][CH:27]=3)([C:28]3[CH:33]=[CH:32][CH:31]=[CH:30][CH:29]=3)[C:15]3[CH:16]=[CH:17][CH:18]=[CH:19][CH:20]=3)=[N:4][CH:5]=2)[CH:14]=[CH:13][CH:12]=[CH:11][CH:10]=1 |f:3.4|. Reported procedure: To the bromide (step 2) (100 mg) in CH3CN (2 cc) was added triphenylphosphine (400 mg) and the mixture was heated at 70° C. for 1.5 hours. The solvent was removed in vacuo and replaced by Et2O (3 cc) and toluene (3 cc). The resulting solid was swished for 3 hours, filtered and dried to afford the title compound, used as such in the next step. Yields the product [Br-].C1(=CC=CC=C1)C=1C=CC(=NC1)C[P+](C1=CC=CC=C1)(C1=CC=CC=C1)C1=CC=CC=C1 (((5-phenylpyridin-2-yl)-methyl)triphenylphosphonium bromide). The solvent is CC#N (CH3CN). Reactants: O=C([O-])[O-], COc1c(C)c(Cc2ccc(O)c(C=O)c2)c(OC)c(OC)c1OC, CC(C)Br, [K+], [K+], CN(C)C=O. Product: COc1c(C)c(Cc2ccc(OC(C)C)c(C=O)c2)c(OC)c(OC)c1OC. Reaction SMILES: [C:26](=[O:27])([O-:28])[O-:29].[CH3:1][O:2][c:3]1[c:4]([CH3:25])[c:5]([CH2:6][c:7]2[cH:8][cH:9][c:10]([OH:15])[c:11]([CH:12]=[O:13])[cH:14]2)[c:16]([O:23][CH3:24])[c:17]([O:21][CH3:22])[c:18]1[O:19][CH3:20].[CH:32]([CH3:33])([CH3:34])[Br:35].[K+:30].[K+:31].[O:36]=[CH:37][N:38]([CH3:39])[CH3:40]>>[CH3:1][O:2][c:3]1[c:4]([CH3:25])[c:5]([CH2:6][c:7]2[cH:8][cH:9][c:10]([O:15][CH:32]([CH3:33])[CH3:34])[c:11]([CH:12]=[O:13])[cH:14]2)[c:16]([O:23][CH3:24])[c:17]([O:21][CH3:22])[c:18]1[O:19][CH3:20]. Reactants: COC=1C=C(/C=C/C=2C=C(C=CC2)CCCN2C(C3=CC=CC=C3C2=O)=O)C=CC1 ((E)-2-(3-(3-(3-Methoxystyryl)phenyl)propyl)isoindoline-1,3-dione). The solvent is CO (methanol). Yields the product COC=1C=C(/C=C/C=2C=C(C=CC2)CCCN)C=CC1 ((E)-3-(3-(3-methyloxystyryl)phenyl)propan-1-amine). RXN SMILES: [CH3:1][O:2][C:3]1[CH:4]=[C:5]([CH:28]=[CH:29][CH:30]=1)/[CH:6]=[CH:7]/[C:8]1[CH:9]=[C:10]([CH2:14][CH2:15][CH2:16][N:17]2C(=O)C3C(=CC=CC=3)C2=O)[CH:11]=[CH:12][CH:13]=1>CO>[CH3:1][O:2][C:3]1[CH:4]=[C:5]([CH:28]=[CH:29][CH:30]=1)/[CH:6]=[CH:7]/[C:8]1[CH:9]=[C:10]([CH2:14][CH2:15][CH2:16][NH2:17])[CH:11]=[CH:12][CH:13]=1. Procedure: (E)-2-(3-(3-(3-Methoxystyryl)phenyl)propyl)isoindoline-1,3-dione was deprotected following the method used in Example 90 except that the reaction mixture was stirred overnight in methanol. Purification by preparative thin layer chromatography on silica gel gave Example 97. Yield (0.010 g, 16%): 1H NMR (400 MHz, DMSO-d6) δ 7.42 (s, 1H), 7.39 (d, J=7.6 Hz, 1H), 7.25-7.29 (m, 2H), 7.21 (d, J=4.0 Hz, 2H), 7.15-7.16 (m, 2H), 7.09 (d, J=7.2 Hz, 1H), 6.82-6.83 (m, 1H), 3.77 (s, 3H), 2.53-2.63 (m, 4H), ... Starting materials: COC(=O)N1CC=CC2OC(N)=NC21, CN(C)C=O. Yields the product COC(=O)N1CC=CC2NC(=O)NC21. As a reaction SMILES: [CH3:1][O:2][C:3](=[O:4])[N:5]1[CH:6]2[CH:7]([CH:8]=[CH:9][CH2:10]1)[O:11][C:12]([NH2:14])=[N:13]2.[O:15]=[CH:16][N:17]([CH3:18])[CH3:19]>>[CH3:1][O:2][C:3](=[O:4])[N:5]1[CH:6]2[CH:7]([CH:8]=[CH:9][CH2:10]1)[NH:14][C:12](=[O:11])[NH:13]2. The reactants are C(C)(C)(C)C1=CC=[N+](C=C1)[O-] (4-tert-butylpyridine N-oxide), P(=O)(Br)(Br)Br (phosphorous oxybromide), [OH-].[Na+] (Sodium hydroxide). The solvent is ClCCCl (1,2-dichloroethane). Run at temperature 70 celsius, time 8 hour. Yields the product BrC1=NC=CC(=C1)C(C)(C)C (2-bromo-4-tert-butyl pyridine). Yield: 14.0%. RXN SMILES: [C:1]([C:5]1[CH:10]=[CH:9][N+:8]([O-])=[CH:7][CH:6]=1)([CH3:4])([CH3:3])[CH3:2].[OH-].[Na+].P(Br)(Br)([Br:16])=O>ClCCCl>[Br:16][C:9]1[CH:10]=[C:5]([C:1]([CH3:4])([CH3:3])[CH3:2])[CH:6]=[CH:7][N:8]=1 |f:1.2|. Reported procedure: In a round-bottomed flask, phosphorous oxybromide (5.0 g, 17.4 mmol and 4-tert-butylpyridine N-oxide (0.85 g, 5.34 mmol) were dissolved in 1,2-dichloroethane (35 mL). The reaction mixture was stirred at 70° C. overnight then cooled to room temperature and slowly poured onto ice. Sodium hydroxide (50% solution in water) was added slowly until pH˜10. The mixture was then extracted three times with ˜100 mL dichloromethane. The organic layers were combined, dried over sodium sulfate, filtered and co... The reactants are O=C([O-])[O-], CCOC(C)=O, CC(C)(C)OC(=O)N1CCN(c2ccc(O)c(Cl)c2)CC1, ClCCN1CCOCC1, Cl, [Cs+], [Cs+], CN(C)C=O, O. Yields the product CC(C)(C)OC(=O)N1CCN(c2ccc(OCCN3CCOCC3)c(Cl)c2)CC1. As a reaction SMILES: [C:22](=[O:23])([O-:24])[O-:25].[CH3:44][CH2:45][O:46][C:47](=[O:48])[CH3:49].[Cl:1][c:2]1[cH:3][c:4]([N:9]2[CH2:10][CH2:11][N:12]([C:15](=[O:16])[O:17][C:18]([CH3:19])([CH3:20])[CH3:21])[CH2:13][CH2:14]2)[cH:5][cH:6][c:7]1[OH:8].[Cl:29][CH2:30][CH2:31][N:32]1[CH2:33][CH2:34][O:35][CH2:36][CH2:37]1.[ClH:28].[Cs+:26].[Cs+:27].[O:39]=[CH:40][N:41]([CH3:42])[CH3:43].[OH2:38]>>[Cl:1][c:2]1[cH:3][c:4]([N:9]2[CH2:10][CH2:11][N:12]([C:15](=[O:16])[O:17][C:18]([CH3:19])([CH3:20])[CH3:21])[CH2:13][CH2:14]2)[cH:5][cH:6][c:7]1[O:8][CH2:30][CH2:31][N:32]1[CH2:33][CH2:34][O:35][CH2:36][CH2:37]1. Reactants: CC1(C(C(C=2C(=CC=3C(=NON3)C2)O1)N)O)C (7,8-dihydro-6,6-dimethyl-7-hydroxy-8-amino-6H-pyrano[2,3-f]benzo-2,1,3-oxadiazole), ClCCN=C=O (2-chloroethyl isocyanate). Solvent: ClCCl (dichloromethane). Conditions: time 6 hour. The product is CC1(C(C(C=2C(=CC=3C(=NON3)C2)O1)NC(=O)NCCCl)O)C (7,8-dihydro-6,6-dimethyl-7-hydroxy-8-(2-chloroethylureido)-6H-pyrano[2,3-f]benzo-2,1,3-oxadiazole). The yield is 82.9%. Reaction SMILES: [CH3:1][C:2]1([CH3:17])[O:14][C:6]2=[CH:7][C:8]3[C:9]([CH:13]=[C:5]2[CH:4]([NH2:15])[CH:3]1[OH:16])=[N:10][O:11][N:12]=3.[Cl:18][CH2:19][CH2:20][N:21]=[C:22]=[O:23]>ClCCl>[CH3:1][C:2]1([CH3:17])[O:14][C:6]2=[CH:7][C:8]3[C:9]([CH:13]=[C:5]2[CH:4]([NH:15][C:22]([NH:21][CH2:20][CH2:19][Cl:18])=[O:23])[CH:3]1[OH:16])=[N:10][O:11][N:12]=3. Procedure details: 400 mg (1.70 mmol) of 7,8-dihydro-6,6-dimethyl-7-hydroxy-8-amino-6H-pyrano[2,3-f]benzo-2,1,3-oxadiazole and 40 ml of dichloromethane were stirred at room temperature, and 200 μl (1.87 mmol) of 2-chloroethyl isocyanate were added thereto and stirred for 6 hours. The crystals precipitated were filtered off to obtain 480 mg of the intended compound as colorless crystals. (yield: 83%).